Dataset: the Open Reaction Database (ORD), a public repository of structured organic reaction records. Task: describe an organic reaction: reactants, conditions, products, and yield The reactants are C(C1=CC=CC=C1)N1CC2C(=CCC(C2(C1)C(=O)OC)C1=CC=CC=C1)I (methyl (3aRS,4SR,7aRS)-2-benzyl-7-iodo-4-phenyl-2,3,3a,4,5,7a-hexahydro-1H-isoindole-3a-carboxylate), O (water), C(C)(=O)OCC (ethyl acetate), C([O-])([O-])=O.[Na+].[Na+] (sodium carbonate). Run in C1(=CC=CC=C1)C (toluene). The product is C(C1=CC=CC=C1)N1CC2C(=CCC(C2(C1)C(=O)OC)C1=CC=CC=C1)C1=CC2=CC=CC=C2C=C1 (methyl (3aRS,4SR,7aRS)-2-benzyl-7-(2-naphthyl)-4-phenyl-2,3,3a,4,5,7a-hexahydro-1H-isoindole-3a-carboxylate). Yield: 67.0%. RXN SMILES: [CH2:1]([N:8]1[CH2:16][C:15]2([C:17]([O:19][CH3:20])=[O:18])[CH:10]([C:11](I)=[CH:12][CH2:13][CH:14]2[C:21]2[CH:26]=[CH:25][CH:24]=[CH:23][CH:22]=2)[CH2:9]1)[C:2]1[CH:7]=[CH:6][CH:5]=[CH:4][CH:3]=1.C(=O)([O-])[O-].[Na+].[Na+].O.C(O[CH2:39][CH3:40])(=O)C>C1(C)C=CC=CC=1>[CH2:1]([N:8]1[CH2:16][C:15]2([C:17]([O:19][CH3:20])=[O:18])[CH:10]([C:11]([C:40]3[CH:39]=[CH:16][C:15]4[C:10](=[CH:11][CH:12]=[CH:13][CH:14]=4)[CH:9]=3)=[CH:12][CH2:13][CH:14]2[C:21]2[CH:26]=[CH:25][CH:24]=[CH:23][CH:22]=2)[CH2:9]1)[C:2]1[CH:7]=[CH:6][CH:5]=[CH:4][CH:3]=1 |f:1.2.3|. Procedure details: 240 mg of tetrakis(triphenylphosphine)palladium and then a solution of 0.69 g of 2-naphthylboronic acid, isolated in the trimer anhydride form, in 20 cm3 of methanol were added to a solution of 2 g of methyl (3aRS,4SR,7aRS)-2-benzyl-7-iodo-4-phenyl-2,3,3a,4,5,7a-hexahydro-1H-isoindole-3a-carboxylate in 40 cm3 of toluene. 45 cm3 of a 2N aqueous sodium carbonate solution were added dropwise and the reaction mixture is brought to reflux for four hours. After cooling, 80 cm3 of water and 60 cm3 of e... Reactants: CC1=CC(=NC=C1[N+](=O)[O-])N (4-Methyl-5-nitro-pyridin-2-ylamine), C(C)(=O)OC(C)=O (acetic anhydride). Yields the product CC1=CC(=NC=C1[N+](=O)[O-])NC(C)=O (N-(4-Methyl-5-nitro-pyridin-2-yl)-acetamide). Reaction SMILES: [CH3:1][C:2]1[C:7]([N+:8]([O-:10])=[O:9])=[CH:6][N:5]=[C:4]([NH2:11])[CH:3]=1.[C:12](OC(=O)C)(=[O:14])[CH3:13]>>[CH3:1][C:2]1[C:7]([N+:8]([O-:10])=[O:9])=[CH:6][N:5]=[C:4]([NH:11][C:12](=[O:14])[CH3:13])[CH:3]=1. Procedure details: 4-Methyl-5-nitro-pyridin-2-ylamine (1.0 g) was treated with acetic anhydride according to General Procedure Y to give N-(4-Methyl-5-nitro-pyridin-2-yl)-acetamide (1.1 g). LCMS (m/z): 196. N-(4-Methyl-5-nitro-pyridin-2-yl)acetamide (0.5 g) was reduced under hydrogen atmosphere according to General Procedure Z to give N-(5-Amino-4-methyl-pyridin-2-yl)-acetamide (0.4 g), LCMS (m/z): 166. This was converted to 6-acetylamino-4-methyl-pyridine-3-sulfonyl chloride (0.35 g) according to General Procedur... Starting materials: sodium 2-methoxy, [H-].[Na+] (sodium hydride), example 1 ( k ), C(C)(C)(C)OC(=O)N1C[C@@H]([C@H]([C@@H](C1)OC[C@@H]1OC1)C1=CC=C(C=C1)OCCCOC1=C(C=CC=C1)C#N)OCC1=CC2=CC=CC=C2C(=C1)OC ((3R,4R,5S)-4-[4-[3-(2-cyano-phenoxy)-propoxy]-phenyl]-3-(4-methoxy-naphthalen-2-ylmethoxy)-5-[(2R)-oxiranylmethoxy]-piperidine-1-carboxylic acid tert-butyl ester). The solvent is COCCO (2-methoxy-ethanol). The product is C(C)(C)(C)OC(=O)N1C[C@H]([C@@H]([C@H](C1)OCC1=CC2=CC=CC=C2C(=C1)OC)C1=CC=C(C=C1)OCCCOC1=C(C=CC=C1)C#N)OC[C@@H](COCCOC)O ((3S,4R,5R)-4-[4-[3-(2-cyano-phenoxy)-propoxy]-phenyl]-3-[(2R)-2-hydroxy-3-(2-methoxy-ethoxy)-propoxy]-5-(4-methoxy-naphthalen-2-ylmethoxy)-piperidine-1-carboxylic acid tert-butyl ester). Reaction SMILES: [C:1]([O:5][C:6]([N:8]1[CH2:13][C@@H:12]([O:14][CH2:15][C@H:16]2[CH2:18][O:17]2)[C@H:11]([C:19]2[CH:24]=[CH:23][C:22]([O:25][CH2:26][CH2:27][CH2:28][O:29][C:30]3[CH:35]=[CH:34][CH:33]=[CH:32][C:31]=3[C:36]#[N:37])=[CH:21][CH:20]=2)[C@@H:10]([O:38][CH2:39][C:40]2[CH:49]=[C:48]([O:50][CH3:51])[C:47]3[C:42](=[CH:43][CH:44]=[CH:45][CH:46]=3)[CH:41]=2)[CH2:9]1)=[O:7])([CH3:4])([CH3:3])[CH3:2].[H-].[Na+]>COCCO>[C:1]([O:5][C:6]([N:8]1[CH2:9][C@H:10]([O:38][CH2:39][C:40]2[CH:49]=[C:48]([O:50][CH3:51])[C:47]3[C:42](=[CH:43][CH:44]=[CH:45][CH:46]=3)[CH:41]=2)[C@@H:11]([C:19]2[CH:20]=[CH:21][C:22]([O:25][CH2:26][CH2:27][CH2:28][O:29][C:30]3[CH:35]=[CH:34][CH:33]=[CH:32][C:31]=3[C:36]#[N:37])=[CH:23][CH:24]=2)[C@H:12]([O:14][CH2:15][C@H:16]([OH:17])[CH2:18][O:17][CH2:16][CH2:15][O:14][CH3:12])[CH2:13]1)=[O:7])([CH3:4])([CH3:2])[CH3:3] |f:1.2|. Reported procedure: In analogy to the procedure described in example 1 (k) the (3R,4R,5S)-4-[4-[3-(2-cyano-phenoxy)-propoxy]-phenyl]-3-(4-methoxy-naphthalen-2-ylmethoxy)-5-[(2R)-oxiranylmethoxy]-piperidine-1-carboxylic acid tert-butyl ester was treated with sodium 2-methoxy-ethylate (prepared from 2-methoxy-ethanol and sodium hydride) to give the (3S,4R,5R)-4-[4-[3-(2-cyano-phenoxy)-propoxy]-phenyl]-3-[(2R)-2-hydroxy-3-(2-methoxy-ethoxy)-propoxy]-5-(4-methoxy-naphthalen-2-ylmethoxy)-piperidine-1-carboxylic acid ter... Product: C1=CC(=CC=2S(C3=C(C=CC21)C=C(C=C3)C(=O)O)(=O)=O)C(=O)O (Dibenzo[b,f]thiepin-3,8-dicarboxylic Acid 5,5-Dioxide). Reported procedure: Add 2 g. of 8-acetyl-10,11-dihydrodibenzo[b,f]thiepin-3-carboxylic acid to a stirred solution of 50% sodium hypochlorite (400 ml.) and 15 ml. of 20% aqueous sodium hydroxide at 60° C. Heat for 48 hours at 75° C. Cool to room temperature and add sodium metabisulfite. Acidify and separate the solids by filtration. Purify by chromotography over silica gel eluting with a mixture of 80 parts toluene, 20 parts dioxane and 4 parts acetic acid. (m.p.~375° C.) The reactants are C(C)(=O)C=1C=CC2=C(CCC3=C(S2)C=C(C=C3)C(=O)O)C1 (8-acetyl-10,11-dihydrodibenzo[b,f]thiepin-3-carboxylic acid), [OH-].[Na+] (sodium hydroxide), S(=O)(=O)([O-])S(=O)[O-].[Na+].[Na+] (sodium metabisulfite). RXN SMILES: [C:1]([C:4]1[CH:5]=[CH:6][C:7]2S[C:12]3[CH:14]=[C:15]([C:18]([OH:20])=[O:19])[CH:16]=[CH:17][C:11]=3[CH2:10][CH2:9][C:8]=2[CH:21]=1)(=[O:3])C.[OH-:22].[Na+].[S:24](S([O-])=O)([O-:27])(=O)=[O:25].[Na+].[Na+]>Cl[O-].[Na+]>[CH:17]1[C:11]2[CH:10]=[CH:9][C:8]3[CH:21]=[C:4]([C:1]([OH:3])=[O:22])[CH:5]=[CH:6][C:7]=3[S:24](=[O:27])(=[O:25])[C:12]=2[CH:14]=[C:15]([C:18]([OH:20])=[O:19])[CH:16]=1 |f:1.2,3.4.5,6.7|. Run at temperature 75 celsius. Solvent: Cl[O-].[Na+] (sodium hypochlorite). The reactants are resultant suspension, CN1C(N(C(C=C1C(F)(F)F)=O)C=1C=CC2=C(C(=NS2)C(=O)NC(C(C)C)CO)C1)=O (5-[3,6-dihydro-3-methyl-2,6-dioxo-4-(trifluoromethyl)-1(2H)-pyrimidinyl]-N-[1-(hydroxymethyl)-2-methylpropyl]-1,2-benzisothiazole-3-carboxamide), S(=O)(Cl)Cl (thionyl chloride), resultant mixture. Solvent: C(C)OCC (diethyl ether). The product is ClCC(C(C)C)NC(=O)C1=NSC2=C1C=C(C=C2)N2C(N(C(=CC2=O)C(F)(F)F)C)=O (N-[1-(Chloromethyl)-2-methylpropyl]-5-[3,6-dihydro-3-methyl-2,6-dioxo-4-(trifluoromethyl)-1(2H)-pyrimidinyl]-1,2-benzisothiazole-3-carboxamide). RXN SMILES: [CH3:1][N:2]1[C:7]([C:8]([F:11])([F:10])[F:9])=[CH:6][C:5](=[O:12])[N:4]([C:13]2[CH:14]=[CH:15][C:16]3[S:20][N:19]=[C:18]([C:21]([NH:23][CH:24]([CH2:28]O)[CH:25]([CH3:27])[CH3:26])=[O:22])[C:17]=3[CH:30]=2)[C:3]1=[O:31].S(Cl)([Cl:34])=O>C(OCC)C>[Cl:34][CH2:28][CH:24]([NH:23][C:21]([C:18]1[C:17]2[CH:30]=[C:13]([N:4]3[C:5](=[O:12])[CH:6]=[C:7]([C:8]([F:11])([F:10])[F:9])[N:2]([CH3:1])[C:3]3=[O:31])[CH:14]=[CH:15][C:16]=2[S:20][N:19]=1)=[O:22])[CH:25]([CH3:27])[CH3:26]. Procedure details: To 5-[3,6-dihydro-3-methyl-2,6-dioxo-4-(trifluoromethyl)-1(2H)-pyrimidinyl]-N-[1-(hydroxymethyl)-2-methylpropyl]-1,2-benzisothiazole-3-carboxamide(1.89 g, 4.14 mmol) at 0° C. is added thionyl chloride (5.00 ml). The resultant mixture is stirred one hour at 0° C. and two hours at room temperature. Anhydrous diethyl ether is added and the resultant suspension stirred vigorously for 1.75 hour. The suspension is filtered to afford the title compound as a cream-colored solid (1.77 g, 89.8%, mp>220° C... Yield: 89.8%. Starting materials: C(C=C)C1=CC=2C(C3=C(C=CC=C3OC2C(=C1O)C)F)=O (2-allyl-8-fluoro-3-hydroxy-4-methyl-9-oxo-9H-xanthene), ClC1=CC(=CC=C1)C(=O)OO (m-chloroperbenzoic acid), C(Cl)(Cl)Cl (chloroform), C([O-])([O-])=O.[K+].[K+] (potassium carbonate). The solvent is O (water). Run at time 5 hour. Product: FC1=CC=CC=2OC=3C(=C4C(=CC3C(C12)=O)CC(O4)C(=O)O)C (6-fluoro-2,3-dihydro-11-methyl-5-oxo-5H-furo[3,2-b]xanthene-2-carboxylic acid). The yield is 50.3%. As a reaction SMILES: [CH2:1]([C:4]1[C:17]([OH:18])=[C:16]([CH3:19])[C:15]2[O:14][C:13]3[C:8](=[C:9]([F:20])[CH:10]=[CH:11][CH:12]=3)[C:7](=[O:21])[C:6]=2[CH:5]=1)[CH:2]=C.ClC1C=CC=C(C(OO)=O)C=1.C(Cl)(Cl)Cl.[C:37](=[O:40])([O-])[O-:38].[K+].[K+]>O>[F:20][C:9]1[C:8]2[C:7](=[O:21])[C:6]3[CH:5]=[C:4]4[CH2:1][CH:2]([C:37]([OH:38])=[O:40])[O:18][C:17]4=[C:16]([CH3:19])[C:15]=3[O:14][C:13]=2[CH:12]=[CH:11][CH:10]=1 |f:3.4.5|. Procedure: A mixture of 2-allyl-8-fluoro-3-hydroxy-4-methyl-9-oxo-9H-xanthene (9.0 g), m-chloroperbenzoic acid (8.0 g) and chloroform (1,000 ml) was stirred at room temperature for 5 hours and left to stand overnight. To the mixture, potassium carbonate (20 g) and water (500 ml) were added and the resulting mixture was extracted with chloroform. The chloroform layer was dried and the solvent was distilled off. The residue was dissolved in acetone (1,000 ml) and to the stirred solution, a mixture of chromiu... Conditions: time 18 hour. As a reaction SMILES: C([O:3][C:4](=O)[C:5]1[CH:10]=[C:9]([S:11]([CH3:14])(=[O:13])=[O:12])[CH:8]=[C:7]([NH2:15])[CH:6]=1)C.[H-].[Al+3].[Li+].[H-].[H-].[H-].Cl.[Cl-].[NH4+]>C1COCC1.O.C(OCC)(=O)C>[NH2:15][C:7]1[CH:6]=[C:5]([CH2:4][OH:3])[CH:10]=[C:9]([S:11]([CH3:14])(=[O:13])=[O:12])[CH:8]=1 |f:1.2.3.4.5.6,8.9|. Reactants: [Cl-].[NH4+] (ammoniumchloride), C(C)OC(C1=CC(=CC(=C1)S(=O)(=O)C)N)=O (3-Amino-5-(methylsulfonyl)-benzoic acid ethyl ester), [H-].[Al+3].[Li+].[H-].[H-].[H-] (lithium aluminiumhydride), Cl (hydrochloric acid). Run in C1CCOC1 (THF), O (water), C(C)(=O)OCC (ethyl acetate). Procedure: 3-Amino-5-(methylsulfonyl)-benzoic acid ethyl ester (100 mg; 0.4 mmol) was dissolved in THF (4 ml), treated with lithium aluminiumhydride (33 mg; 0.9 mmol) and stirred for 18 hours at room temperature. The reaction mixture was treated in sequence with ethyl acetate (4 ml), water (0.5 ml), hydrochloric acid (5% solution in water; 0.5 ml) and a saturated aqueous ammoniumchloride solution (1.5 ml). The aqueous phase was extracted with dichloromethane and the organic phase was filtrated on a silica ... The product is NC=1C=C(C=C(C1)S(=O)(=O)C)CO ((3-Amino-5-methanesulfonyl-phenyl)-methanol). The yield is 68.0%.